Task: describe an organic reaction: reactants, conditions, products, and yield. Dataset: the Open Reaction Database (ORD), a public repository of structured organic reaction records Reactants: [N+](=O)([O-])C1=CC=C2C=N[N-]C2=C1.[Na+] (sodium 6-nitroindazolide), C(C)(=O)OCC (ethyl acetate), C(C)(=O)OCC (ethyl acetate), BrCC1=CC=C(C(=O)OC)C=C1 (methyl 4-bromomethylbenzoate), CC(=O)C (acetone). The solvent is CCCCCC (hexane), [Cl-].[Na+].O (brine). Yields the product [N+](=O)([O-])C1=CC=C2C=NN(C2=C1)CC1=CC=C(C(=O)OC)C=C1 (methyl 4-(6-nitroindazol-1-yl)methylbenzoate). RXN SMILES: [N+:1]([C:4]1[CH:12]=[C:11]2[C:7]([CH:8]=[N:9][N-:10]2)=[CH:6][CH:5]=1)([O-:3])=[O:2].[Na+].Br[CH2:15][C:16]1[CH:25]=[CH:24][C:19]([C:20]([O:22][CH3:23])=[O:21])=[CH:18][CH:17]=1.CC(C)=O.C(OCC)(=O)C>[Cl-].[Na+].O.CCCCCC>[N+:1]([C:4]1[CH:12]=[C:11]2[C:7]([CH:8]=[N:9][N:10]2[CH2:15][C:16]2[CH:25]=[CH:24][C:19]([C:20]([O:22][CH3:23])=[O:21])=[CH:18][CH:17]=2)=[CH:6][CH:5]=1)([O-:3])=[O:2] |f:0.1,5.6.7|. Reported procedure: A mixture of 3.7 g. sodium 6-nitroindazolide, 4.58 g. of methyl 4-bromomethylbenzoate (F) and 120 ml. acetone was heated under reflux in a nitrogen atmosphere for 54 hours and then diluted with 250 ml. ethyl acetate and 40 ml. of 50% w/v brine. The organic layer was separated, washed with brine, dried (MgSO4), and evaporated to give a brown solid. Early fractions from chromatography of the solid on a Waters 500 HPLC (SiO2, 25% v/v ethyl acetate in hexane) yielded a solid which was crystallized f... Starting materials: [N+](=O)(O)[O-] (nitric acid), COC1=CC=CC2=C1SC1=C2C=CC=C1 (4-Methoxy-dibenzothiophene), O (water). Run in C(C)(=O)O (acetic acid). Run at time 45 minute. Yields the product COC1=CC=C(C2=C1SC1=C2C=CC=C1)[N+](=O)[O-] (4-Methoxy-1-nitro-dibenzothiophene). Reaction SMILES: [CH3:1][O:2][C:3]1[C:8]2[S:9][C:10]3[CH:15]=[CH:14][CH:13]=[CH:12][C:11]=3[C:7]=2[CH:6]=[CH:5][CH:4]=1.[N+:16]([O-])([OH:18])=[O:17].O>C(O)(=O)C>[CH3:1][O:2][C:3]1[C:8]2[S:9][C:10]3[CH:15]=[CH:14][CH:13]=[CH:12][C:11]=3[C:7]=2[C:6]([N+:16]([O-:18])=[O:17])=[CH:5][CH:4]=1. Reported procedure: 4-Methoxy-dibenzothiophene (ii)(4.3 g, 20.0 mmol) was dissolved in glacial acetic acid (60 ml) and to this solution was added fuming nitric acid (3.37 ml) in a dropwise fashion ensuring that the temperature of the mixture did not rise above 25° C. The yellow suspension was stirred for a further 45 minutes before being poured carefully into water (200 ml) and stirred for 15 minutes. The yellow solid was removed by filtration and washed thoroughly with copious amounts of water and then hexanes. Th... The reactants are CC(=O)c1ccc(Nc2ccncc2[N+](=O)[O-])cc1, CCO, ClCCl, Cl, [Na+], [OH-]. The product is CC(=O)c1ccc(Nc2ccncc2N)cc1. Reaction SMILES: [C:2]([CH3:3])(=[O:4])[c:5]1[cH:6][cH:7][c:8]([NH:11][c:12]2[c:13]([N+:18]([O-:19])=[O:20])[cH:14][n:15][cH:16][cH:17]2)[cH:9][cH:10]1.[CH3:26][CH2:27][OH:28].[Cl:23][CH2:24][Cl:25].[ClH:1].[Na+:22].[OH-:21]>>[C:2]([CH3:3])(=[O:4])[c:5]1[cH:6][cH:7][c:8]([NH:11][c:12]2[c:13]([NH2:18])[cH:14][n:15][cH:16][cH:17]2)[cH:9][cH:10]1. The reactants are NC1=C(C=C(C=C1)N1C[C@H](CCC1)C(=O)N1CCN(CC1)C)OC ([(S)-1-(4-Amino-3-methoxy-phenyl)-piperidin-3-yl]-(4-methyl-piperazin-1-yl)-methanone), COC=1C=C(C=CC1[N+](=O)[O-])N1CCC2(OCCO2)CC1 (8-(3-Methoxy-4-nitro-phenyl)-1,4-dioxa-8-aza-spiro[4.5]decane). The product is O1CCOC12CCN(CC2)C2=CC(=C(C=C2)N)OC (4-(1,4-Dioxa-8-aza-spiro[4.5]dec-8-yl)-2-methoxy-phenylamine). As a reaction SMILES: NC1C=CC(N2CCC[C@H](C(N3CCN(C)CC3)=O)C2)=CC=1OC.[CH3:25][O:26][C:27]1[CH:28]=[C:29]([N:36]2[CH2:45][CH2:44][C:39]3([O:43][CH2:42][CH2:41][O:40]3)[CH2:38][CH2:37]2)[CH:30]=[CH:31][C:32]=1[N+:33]([O-])=O>>[O:40]1[C:39]2([CH2:44][CH2:45][N:36]([C:29]3[CH:30]=[CH:31][C:32]([NH2:33])=[C:27]([O:26][CH3:25])[CH:28]=3)[CH2:37][CH2:38]2)[O:43][CH2:42][CH2:41]1. Procedure: 4-(1,4-Dioxa-8-aza-spiro[4.5]dec-8-yl)-2-methoxy-phenylamine was prepared in an analogous fashion to [(S)-1-(4-Amino-3-methoxy-phenyl)-piperidin-3-yl]-(4-methyl-piperazin-1-yl)-methanone of Example 460c replacing [(S)-1-(3-Methoxy-4-nitro-phenyl)-piperidin-3-yl]-(4-methyl-piperazin-1-yl)-methanone with 8-(3-Methoxy-4-nitro-phenyl)-1,4-dioxa-8-aza-spiro[4.5]decane (1.25 g, 93%). LC/MS (E/I+) 265.08 (M+H). Isolated yield 99.6%. Product: COC(CC1=C(SC(=C1)CCl)C)=O ((5-chloromethyl-2-methyl-thiophen-3-yl)-acetic acid methyl ester). Run at temperature 0 celsius. RXN SMILES: [CH3:1][O:2][C:3](=[O:14])[CH2:4][C:5]1[CH:9]=[C:8]([CH2:10]OC)[S:7][C:6]=1[CH3:13].B(Cl)(Cl)[Cl:16]>ClCCl>[CH3:1][O:2][C:3](=[O:14])[CH2:4][C:5]1[CH:9]=[C:8]([CH2:10][Cl:16])[S:7][C:6]=1[CH3:13]. The solvent is ClCCl (dichloromethane). The reactants are B(Cl)(Cl)Cl (boron trichloride), COC(CC1=C(SC(=C1)COC)C)=O ((5-methoxymethyl-2-methyl-thiophen-3-yl)-acetic acid methyl ester), ice water. Reported procedure: A solution of (5-methoxymethyl-2-methyl-thiophen-3-yl)-acetic acid methyl ester (2.2 g, 10.1 mmol) in dichloromethane (60 mL) is cooled to −65° C. and treated with boron trichloride (10.1 mL, 1.0 M, 10.1 mmol) dropwise via syringe. The mixture is allowed to warm to 0° C., poured into ice-water and extracted with dichloromethane (3×). The combined organic extracts are washed with saturated aq NaCl, dried over Na2SO4, filtered and concentrated in vacuo to give (5-chloromethyl-2-methyl-thiophen-3-y... Reactants: CC(C)(C)OC(=O)NCC(=O)N1CCN(C(=O)c2ccccc2C(F)(F)F)CC1, ClCCl, O=C(O)C(F)(F)F. The product is NCC(=O)N1CCN(C(=O)c2ccccc2C(F)(F)F)CC1. RXN SMILES: [C:8]([O:9][C:10](=[O:11])[NH:14][CH2:15][C:16]([N:17]1[CH2:18][CH2:19][N:20]([C:23]([c:24]2[c:25]([C:30]([F:31])([F:32])[F:33])[cH:26][cH:27][cH:28][cH:29]2)=[O:34])[CH2:21][CH2:22]1)=[O:35])([CH3:12])([CH3:13])[CH3:36].[Cl:37][CH2:38][Cl:39].[F:1][C:2]([F:3])([F:4])[C:5]([OH:6])=[O:7]>>[NH2:14][CH2:15][C:16]([N:17]1[CH2:18][CH2:19][N:20]([C:23]([c:24]2[c:25]([C:30]([F:31])([F:32])[F:33])[cH:26][cH:27][cH:28][cH:29]2)=[O:34])[CH2:21][CH2:22]1)=[O:35].